This data is from the Open Reaction Database (ORD), a public repository of structured organic reaction records. The task is: describe an organic reaction: reactants, conditions, products, and yield The reactants are COc1cnc(CCl)c(OC)n1, [K+], [K+], O=C([O-])[O-], CN(C)C=O, c1c[nH]c(-c2nccs2)n1. Product: COc1cnc(Cn2ccnc2-c2nccs2)c(OC)n1. Reaction SMILES: [Cl:1][CH2:2][c:3]1[n:4][cH:5][c:6]([O:11][CH3:12])[n:7][c:8]1[O:9][CH3:10].[K+:23].[K+:24].[O-:25][C:26]([O-:27])=[O:28].[O:29]=[CH:30][N:31]([CH3:32])[CH3:33].[nH:13]1[c:14](-[c:18]2[s:19][cH:20][cH:21][n:22]2)[n:15][cH:16][cH:17]1>>[CH2:2]([c:3]1[n:4][cH:5][c:6]([O:11][CH3:12])[n:7][c:8]1[O:9][CH3:10])[n:13]1[c:14](-[c:18]2[s:19][cH:20][cH:21][n:22]2)[n:15][cH:16][cH:17]1. The reactants are CCC(C)C(C(=O)OC(C)(C)C)N1CCN(Cc2cccnc2C)C1=O, ClCCl. The product is CCC(C)C(C(=O)O)N1CCN(Cc2cccnc2C)C1=O. RXN SMILES: [C:1]([CH3:2])([CH3:3])([CH3:4])[O:5][C:6]([CH:7]([CH:8]([CH2:9][CH3:10])[CH3:11])[N:12]1[C:13](=[O:25])[N:14]([CH2:17][c:18]2[c:19]([CH3:24])[n:20][cH:21][cH:22][cH:23]2)[CH2:15][CH2:16]1)=[O:26].[Cl:27][CH2:28][Cl:29]>>[O:5]=[C:6]([CH:7]([CH:8]([CH2:9][CH3:10])[CH3:11])[N:12]1[C:13](=[O:25])[N:14]([CH2:17][c:18]2[c:19]([CH3:24])[n:20][cH:21][cH:22][cH:23]2)[CH2:15][CH2:16]1)[OH:26]. Reactants: CCBr, CN(C)C=O, [H-], [Na+], O=Cc1c[nH]c2ccccc12. Product: CCn1cc(C=O)c2ccccc21. Reaction SMILES: [CH2:12]([CH3:13])[Br:14].[CH3:17][N:18]([CH3:19])[CH:20]=[O:21].[H-:15].[Na+:16].[nH:1]1[cH:2][c:3]([CH:10]=[O:11])[c:4]2[cH:5][cH:6][cH:7][cH:8][c:9]12>>[n:1]1([CH2:12][CH3:13])[cH:2][c:3]([CH:10]=[O:11])[c:4]2[cH:5][cH:6][cH:7][cH:8][c:9]12.